This data is from the Open Reaction Database (ORD), a public repository of structured organic reaction records. The task is: describe an organic reaction: reactants, conditions, products, and yield Reactants: FC(C1(CCC1)C(=O)O)(F)F (1-(trifluoromethyl)cyclobutanecarboxylic acid), NNC(=S)N (thiosemicarbazide), P(=O)(Cl)(Cl)Cl (phosphorus oxychloride). Product: FC(C1(CCC1)C1=NN=C(S1)N)(F)F (5-[1-(trifluoromethyl)cyclobutyl]-1,3,4-thiadiazol-2-amine). As a reaction SMILES: [F:1][C:2]([F:11])([F:10])[C:3]1([C:7](O)=O)[CH2:6][CH2:5][CH2:4]1.[NH2:12][NH:13][C:14]([NH2:16])=[S:15].P(Cl)(Cl)(Cl)=O>>[F:1][C:2]([F:11])([F:10])[C:3]1([C:7]2[S:15][C:14]([NH2:16])=[N:13][N:12]=2)[CH2:6][CH2:5][CH2:4]1. Procedure: Commercially available, 1-(trifluoromethyl)cyclobutanecarboxylic acid (Oakwood), thiosemicarbazide (Aldrich) and phosphorus oxychloride (Aldrich) were processed as described for Example 1A to obtain the title compound. MS (ESI+) m/z 224 (M+H)+. Reactants: CC1(C)CCC(C)(C)c2cc(C=CC(=O)Cl)ccc21, C=CCOC(=O)c1cccc(O)c1. Product: C=CCOC(=O)c1cccc(OC(=O)C=Cc2ccc3c(c2)C(C)(C)CCC3(C)C)c1. RXN SMILES: [CH3:1][C:2]1([CH3:19])[c:3]2[cH:4][cH:5][c:6]([CH:14]=[CH:15][C:16](=[O:17])[Cl:18])[cH:7][c:8]2[C:9]([CH3:12])([CH3:13])[CH2:10][CH2:11]1.[OH:20][c:21]1[cH:22][c:23]([C:24](=[O:25])[O:26][CH2:27][CH:28]=[CH2:29])[cH:30][cH:31][cH:32]1>>[CH3:1][C:2]1([CH3:19])[c:3]2[cH:4][cH:5][c:6]([CH:14]=[CH:15][C:16](=[O:17])[O:20][c:21]3[cH:22][c:23]([C:24](=[O:25])[O:26][CH2:27][CH:28]=[CH2:29])[cH:30][cH:31][cH:32]3)[cH:7][c:8]2[C:9]([CH3:12])([CH3:13])[CH2:10][CH2:11]1. Reactants: C(CC(=O)OCC=C)(=O)OCC=C (Diallyl malonate), [H-].[Na+] (NaH), ClCC1=CC=C2C=CC3=CC=CC4=CC=C1C2=C34 (1-chloromethylpyrene). The solvent is C1=CC=CC=C1 (benzene), C1=CC=CC=C1 (benzene). The product is C1(=CC=C2C=CC3=CC=CC4=CC=C1C2=C34)CC(C(=O)OCC=C)(C(=O)OCC=C)CC3=CC=C4C=CC2=CC=CC1=CC=C3C4=C21 (Diallyl 2,2-bis(pyrenylmethyl)malonate). As a reaction SMILES: [C:1]([O:10][CH2:11][CH:12]=[CH2:13])(=[O:9])[CH2:2][C:3]([O:5][CH2:6][CH:7]=[CH2:8])=[O:4].[H-].[Na+].Cl[CH2:17][C:18]1[C:31]2[C:32]3=[C:33]4[C:28](=[CH:29][CH:30]=2)[CH:27]=[CH:26][CH:25]=[C:24]4[CH:23]=[CH:22][C:21]3=[CH:20][CH:19]=1>C1C=CC=CC=1>[C:18]1([CH2:17][C:2]([CH2:17][C:18]2[C:31]3[C:32]4=[C:33]5[C:28](=[CH:29][CH:30]=3)[CH:27]=[CH:26][CH:25]=[C:24]5[CH:23]=[CH:22][C:21]4=[CH:20][CH:19]=2)([C:3]([O:5][CH2:6][CH:7]=[CH2:8])=[O:4])[C:1]([O:10][CH2:11][CH:12]=[CH2:13])=[O:9])[C:31]2[C:32]3=[C:33]4[C:28](=[CH:29][CH:30]=2)[CH:27]=[CH:26][CH:25]=[C:24]4[CH:23]=[CH:22][C:21]3=[CH:20][CH:19]=1 |f:1.2|. Reported procedure: Diallyl malonate (0.36 g, 2.0 mmol) was added to a stirred suspension of NaH (2.5 mmol) in dry benzene (5 mL). After 30 minutes 1-chloromethylpyrene (0.5 g, 2.0 mmol) in benzene (20 mL) was added. The mixture was gently refluxed for 18 hours, cooled to room temperature and washed with saturated aqueous NaCl (2×5 mL). The organic layer was dried over MgSO4 and the solvent evaporated under reduced pressure to give the product, which was recrystallized from AcOEt/hexane to afford the desired produc... The reactants are ClC=1C=C(C#N)C=C(C1)F (3-chloro-5-fluoro-benzonitrile), CN1CCNCC1 (1-methyl-piperazine), C(=O)([O-])[O-].[K+].[K+] (K2CO3). Procedure details: A mixture of 3-chloro-5-fluoro-benzonitrile (1 g, 6.45 mmol), 1-methyl-piperazine (0.715 ml, 6.45 mmol), and K2CO3 (2.64 g, 19.3 mmol) in DMF (5 ml) was heated to 140° C. for 40 min in a microwave apparatus. The resulting slurry was filtered and the solvent was removed in vacuo to give 1 g of 3-chloro-5-(4-methyl-piperazin-1-yl)-benzonitrile. The crude reaction mixture was used in the next step without any further purification. Yield: 65.8%. RXN SMILES: [Cl:1][C:2]1[CH:3]=[C:4]([CH:7]=[C:8](F)[CH:9]=1)[C:5]#[N:6].[CH3:11][N:12]1[CH2:17][CH2:16][NH:15][CH2:14][CH2:13]1.C([O-])([O-])=O.[K+].[K+]>CN(C=O)C>[Cl:1][C:2]1[CH:3]=[C:4]([CH:7]=[C:8]([N:15]2[CH2:16][CH2:17][N:12]([CH3:11])[CH2:13][CH2:14]2)[CH:9]=1)[C:5]#[N:6] |f:2.3.4|. The solvent is CN(C)C=O (DMF). Yields the product ClC=1C=C(C#N)C=C(C1)N1CCN(CC1)C (3-chloro-5-(4-methyl-piperazin-1-yl)-benzonitrile). Conditions: temperature 140 celsius. Starting materials: S(=O)(Cl)Cl (thionyl chloride), N1=CC=C(C=C1)N1C=C(C=2C1=NC=CC2)C(=O)O (1-(pyridin-4-yl)-1H-pyrrolo[2,3-b]pyridine-3-carboxylic acid). Yields the product Cl.ClC(=O)C1=CN(C2=NC=CC=C21)C2=CC=NC=C2 (3-chlorocarbonyl-1-(pyridin-4-yl)-1H-pyrrolo[2,3-b]pyridine hydrochloride). RXN SMILES: S(Cl)([Cl:3])=O.[N:5]1[CH:10]=[CH:9][C:8]([N:11]2[C:15]3=[N:16][CH:17]=[CH:18][CH:19]=[C:14]3[C:13]([C:20]([OH:22])=O)=[CH:12]2)=[CH:7][CH:6]=1>>[ClH:3].[Cl:3][C:20]([C:13]1[C:14]2[C:15](=[N:16][CH:17]=[CH:18][CH:19]=2)[N:11]([C:8]2[CH:9]=[CH:10][N:5]=[CH:6][CH:7]=2)[CH:12]=1)=[O:22] |f:2.3|. Procedure details: 15 cm3 of thionyl chloride were added, at a temperature in the region of 25° C. under an argon atmosphere, to 1.67 g (7 mmol) of 1-(pyridin-4-yl)-1H-pyrrolo[2,3-b]pyridine-3-carboxylic acid. After stirring at reflux for 2 h, the reaction mixture was concentrated to dryness under reduced pressure (2.7 kPa). The residue was 3 times in succession triturated with 20 cm3 of dichloromethane and then concentrated to dryness under reduced pressure (2.7 kPa) to give 1.8 g of 3-chlorocarbonyl-1-(pyridin-4... Reactants: C(C)(=O)O (acetic acid), [OH-].[Na+] (NaOH), OC1=CC=C(C=C1)/C=C/C(=O)O ((E)-3-[4-hydroxyphenyl]-2-propenoic acid), Cl.ClCC=1C=NC=CC1 (3-(chloromethyl)-pyridine hydrochloride). Solvent: C(C)O (ethanol). Run at time 10 minute. Yields the product N1=CC(=CC=C1)COC1=CC=C(C=C1)/C=C/C(=O)O ((E)-3-[4-(3-Pyridylmethoxy)phenyl]-2-propenoic Acid). Yield: 61.1%. RXN SMILES: [OH-].[Na+].[OH:3][C:4]1[CH:9]=[CH:8][C:7](/[CH:10]=[CH:11]/[C:12]([OH:14])=[O:13])=[CH:6][CH:5]=1.Cl.Cl[CH2:17][C:18]1[CH:19]=[N:20][CH:21]=[CH:22][CH:23]=1.C(O)(=O)C>C(O)C>[N:20]1[CH:21]=[CH:22][CH:23]=[C:18]([CH2:17][O:3][C:4]2[CH:5]=[CH:6][C:7](/[CH:10]=[CH:11]/[C:12]([OH:14])=[O:13])=[CH:8][CH:9]=2)[CH:19]=1 |f:0.1,3.4|. Procedure: An aqueous solution of 2M NaOH (165 ml) was added to a solution of (E)-3-[4-hydroxyphenyl]-2-propenoic acid (16.4 g, 100 mmol) in ethanol (100 ml). The mixture was stirred for 10 minutes, and then 3-(chloromethyl)-pyridine hydrochloride (19.7 g, 120 mmol) was added in portions. The mixture was stirred for 20 hours, and the solvents were evaporated under reduced pressure. Water was added and the suspension heated to give a solution. To this solution was added acetic acid, and the resultant precip... Reactants: CCOC1(OCC)CCCN1C, Cc1ccc([N+](=O)[O-])cc1[N+](=O)[O-], c1ccccc1. Product: CN1CCCC1=Cc1ccc([N+](=O)[O-])cc1[N+](=O)[O-]. RXN SMILES: [CH2:14]([O:15][C:17]1([O:16][CH2:23][CH3:24])[N:18]([CH3:22])[CH2:19][CH2:20][CH2:21]1)[CH3:25].[CH3:1][c:2]1[cH:3][cH:4][c:5]([N+:11]([O-:12])=[O:13])[cH:6][c:7]1[N+:8]([O-:9])=[O:10].[cH:26]1[cH:27][cH:28][cH:29][cH:30][cH:31]1>>[CH:1]([c:2]1[cH:3][cH:4][c:5]([N+:11]([O-:12])=[O:13])[cH:6][c:7]1[N+:8]([O-:9])=[O:10])=[C:17]1[N:18]([CH3:22])[CH2:19][CH2:20][CH2:21]1.